Dataset: the Open Reaction Database (ORD), a public repository of structured organic reaction records. Task: describe an organic reaction: reactants, conditions, products, and yield Reactants: C(C1=CC=CC=C1)OC(=O)NC1=CN=C(N(C1=O)CC(=O)NC(C(C(C(NCCC)=O)(F)F)=O)C(C)C)C1=CC=CC=C1 (2-(5-Benzyloxycarbonylamino-6-oxo-2-phenyl-1,6-dihydropyrimidin-1-yl)-N-[3,3-difluoro-1-isopropyl-2-oxo-3-(N-propylcarbamoyl)propyl]acetamide), FC(S(=O)(=O)O)(F)F (Trifluoromethanesulfonic acid). Run in ClCCl (dichloromethane), C1(=CC=CC=C1)OC (anisole). Run at time 30 minute. Product: NC1=CN=C(N(C1=O)CC(=O)NC(C(C(C(NCCC)=O)(F)F)=O)C(C)C)C1=CC=CC=C1 (2-(5-Amino-6-oxo-2-phenyl-1,6-dihydropyrimidin-1-yl)-N-[3,3-difluoro-1-isopropyl-2-oxo-3-(N-propylcarbamoyl)propyl]acetamide). The yield is 71.1%. Reaction SMILES: C(OC([NH:11][C:12]1[C:17](=[O:18])[N:16]([CH2:19][C:20]([NH:22][CH:23]([CH:35]([CH3:37])[CH3:36])[C:24](=[O:34])[C:25]([F:33])([F:32])[C:26](=[O:31])[NH:27][CH2:28][CH2:29][CH3:30])=[O:21])[C:15]([C:38]2[CH:43]=[CH:42][CH:41]=[CH:40][CH:39]=2)=[N:14][CH:13]=1)=O)C1C=CC=CC=1.FC(F)(F)S(O)(=O)=O>ClCCl.C1(OC)C=CC=CC=1>[NH2:11][C:12]1[C:17](=[O:18])[N:16]([CH2:19][C:20]([NH:22][CH:23]([CH:35]([CH3:37])[CH3:36])[C:24](=[O:34])[C:25]([F:33])([F:32])[C:26](=[O:31])[NH:27][CH2:28][CH2:29][CH3:30])=[O:21])[C:15]([C:38]2[CH:39]=[CH:40][CH:41]=[CH:42][CH:43]=2)=[N:14][CH:13]=1. Procedure details: A suspension of the product from Example 1 (0.29 g) in dichloromethane (4 mL) and anisole (0.17 mL) was cooled in an ice-water bath. Trifluoromethanesulfonic acid (0.23 mL) was added to the mixture dropwise. The dark colored, gummy reaction mixture was allowed to warm to room temperature. After 30 minutes, the reaction mixture was cooled in an ice-water bath and was quenched with saturated sodium bicarbonate. The mixture was extracted with ethyl acetate and the extracts were washed (saturated so... The reactants are COC(=O)C1=NC(=CC=C1C(=O)OC)Cl (6-chloro-pyridine-2,3-dicarboxylic acid dimethyl ester), C1(CC1)B(O)O (cyclopropylboronic acid), [O-]P(=O)([O-])[O-].[K+].[K+].[K+].O (K3PO4.H2O), C1(CCCCC1)P(C1CCCCC1)C1CCCCC1 (tricyclohexylphosphine). The reagents and catalysts are C(C)(=O)[O-].C(C)(=O)[O-].[Pd+2] (palladium diacetate). Run in C1(=CC=CC=C1)C (toluene), O (water). The product is COC(=O)C1=NC(=CC=C1C(=O)OC)C1CC1 (6-Cyclopropyl-pyridine-2,3-dicarboxylic acid dimethyl ester). RXN SMILES: [CH3:1][O:2][C:3]([C:5]1[C:10]([C:11]([O:13][CH3:14])=[O:12])=[CH:9][CH:8]=[C:7](Cl)[N:6]=1)=[O:4].[CH:16]1(B(O)O)[CH2:18][CH2:17]1.[O-]P([O-])([O-])=O.[K+].[K+].[K+].O.C1(P(C2CCCCC2)C2CCCCC2)CCCCC1>C1(C)C=CC=CC=1.O.C([O-])(=O)C.C([O-])(=O)C.[Pd+2]>[CH3:1][O:2][C:3]([C:5]1[C:10]([C:11]([O:13][CH3:14])=[O:12])=[CH:9][CH:8]=[C:7]([CH:16]2[CH2:18][CH2:17]2)[N:6]=1)=[O:4] |f:2.3.4.5.6,10.11.12|. Procedure details: To a solution of 6-chloro-pyridine-2,3-dicarboxylic acid dimethyl ester (D80, 16.8 g, 73.4 mmol) in toluene (340 ml) and water (34 ml) was added cyclopropylboronic acid (7.56 g, 88.1 mmol), K3PO4.H2O (58.6 g, 220.2 mmol) and tricyclohexylphosphine (2.06 g, 7.34 mmol) under N2 atmosphere, followed by addition of palladium diacetate (0.84 g, 3.67 mmol). After stirred at reflux for 4 hours, the mixture was filtered and partitioned between ethyl acetate and water. The combined extracts were washed w... The reactants are C12NC(C(C=C1)C2)C(CCCCC2=CC(=C(C(=C2)OC)OC)OC)=O (1-(2-Aza-bicyclo[2.2.1]hept-5-en-3-yl)-5-(3,4,5-trimethoxy-phenyl)-pentan-1-one). Reagents/catalysts: [Pd] (Pd/C). The solvent is C(C)(=O)OCC (ethyl acetate). Run at time 6 hour. The product is C12NC(C(CC1)C2)C(CCCCC2=CC(=C(C(=C2)OC)OC)OC)=O (1-(2-Aza-bicyclo[2.2.1]hept-3-yl)-5-(3,4,5-trimethoxy-phenyl)-pentan-1-one). Yield: 99.4%. Reaction SMILES: [CH:1]12[CH2:7][CH:4]([CH:5]=[CH:6]1)[CH:3]([C:8](=[O:25])[CH2:9][CH2:10][CH2:11][CH2:12][C:13]1[CH:18]=[C:17]([O:19][CH3:20])[C:16]([O:21][CH3:22])=[C:15]([O:23][CH3:24])[CH:14]=1)[NH:2]2>C(OCC)(=O)C.[Pd]>[CH:1]12[CH2:7][CH:4]([CH2:5][CH2:6]1)[CH:3]([C:8](=[O:25])[CH2:9][CH2:10][CH2:11][CH2:12][C:13]1[CH:14]=[C:15]([O:23][CH3:24])[C:16]([O:21][CH3:22])=[C:17]([O:19][CH3:20])[CH:18]=1)[NH:2]2. Procedure details: A mixture of 85 mg of 1-(2-Aza-bicyclo[2.2.1]hept-5-en-3-yl)-5-(3,4,5-trimethoxy-phenyl)-pentan-1-one and 50 mg of 10% Pd/C in 10 ml of ethyl acetate was hydrogenated at 50 psi for 6 hours. The reaction mixture was filtered and the solvent evaporated to yield 85 mg of 1-(2-Aza-bicyclo[2.2.1]hept-3-yl)-5-(3,4,5-trimethoxy-phenyl)-pentan-1-one as a mixture of exo and endo isomers. 1H NMR: (CDCl3) δ 6.40 (s, 2 H), 3.8 (s, 6 H), 3,75 (s, 3 H), 3.0-4.2 (m, 2 H), 2.5 (m, 5 H), 1.6 (m, 4 H), 1.4 (m, 1 ... Starting materials: [N+](=O)([O-])C1=C(C=CC=C1)N=NC1=C(C=CC(=C1)C(C)(C)CC(C)(C)C)O (2-nitro-2'-hydroxy-5'-t-octylazobenzene), C1(=CC=CC=C1)C (toluene), CNC (dimethylamine), [H][H] (hydrogen). Reagents/catalysts: [C].[Pd] (palladium carbon). The solvent is O (water), CC(C)O (IPA). Yields the product OC1=C(C=C(C=C1)C(C)(C)CC(C)(C)C)N1N=C2C(=N1)C=CC=C2 (2-(2'-hydroxy-5'-t-octylphenyl)benzotriazole). Yield: 82.9%. Reaction SMILES: [N+:1]([C:4]1[CH:9]=[CH:8][CH:7]=[CH:6][C:5]=1[N:10]=[N:11][C:12]1[CH:17]=[C:16]([C:18]([CH2:21][C:22]([CH3:25])([CH3:24])[CH3:23])([CH3:20])[CH3:19])[CH:15]=[CH:14][C:13]=1[OH:26])([O-])=O.C1(C)C=CC=CC=1.CNC.[H][H]>[C].[Pd].O.CC(O)C>[OH:26][C:13]1[CH:14]=[CH:15][C:16]([C:18]([CH2:21][C:22]([CH3:25])([CH3:24])[CH3:23])([CH3:20])[CH3:19])=[CH:17][C:12]=1[N:11]1[N:10]=[C:5]2[CH:6]=[CH:7][CH:8]=[CH:9][C:4]2=[N:1]1 |f:4.5|. Procedure details: 35.5 g (0.1 mol) of 2-nitro-2'-hydroxy-5'-t-octylazobenzene, 0.125 g of 5% palladium carbon, 100 ml of toluene, 100 ml of IPA, 50 ml of water and 7 g of 50% dimethylamine were charged into a 500-ml stainless autoclave with an agitator. Reaction was effected in the same way as that employed in Example 1 and stopped when no more hydrogen was absorbed by the reaction solution. After the reaction had been completed, after treatment was performed in the same way as in Example 1 to obtain 26.8 g of 2-... The reactants are ClCC(=O)N1C(CCC1C)C (1-(α-Chloroacetyl)-2,5-dimethylpyrrolidine), [S-]C#N.[K+] (potassium thiocyanate), [I-].[Na+] (sodium iodide). Run in C(C)O (ethanol). Run at time 2 hour. Product: S(C#N)CC(=O)N1C(CCC1C)C (1-(α-thiocyanoacetyl)-2,5-dimethylpyrrolidine). Reaction SMILES: Cl[CH2:2][C:3]([N:5]1[CH:9]([CH3:10])[CH2:8][CH2:7][CH:6]1[CH3:11])=[O:4].[S-:12][C:13]#[N:14].[K+].[I-].[Na+]>C(O)C>[S:12]([CH2:2][C:3]([N:5]1[CH:9]([CH3:10])[CH2:8][CH2:7][CH:6]1[CH3:11])=[O:4])[C:13]#[N:14] |f:1.2,3.4|. Reported procedure: 1-(α-Chloroacetyl)-2,5-dimethylpyrrolidine (10 grams; 0.057 mol), potassium thiocyanate (10.1 grams), sodium iodide (a few crystals) and ethanol (100 ml) were charged into a glass reaction flask equipped with mechanical stirrer and reflux condenser. The reaction mixture was heated at reflux, with stirring, for a period of about 2 hours. After this time the reaction mixture was cooled and filtered. The filtrate was stripped of ethanol under reduced pressure resulting in a solid product. The solid... Reactants: hydrochloride salt, N1CCC(CC1)N1C(C=CC2=CC=CC=C12)=O (1-(4-piperidyl)-2(1H)-quinolinone), BrCCCCN1S(C2=C(C1=O)C(=CC=C2)OC)(=O)=O (2-(4-bromobutyl)-4-methoxy-1,1-dioxido-1,2-benzothiazol-3(2H)-one). Product: O=S1(N(C(C2=C1C=CC=C2OC)=O)CCCCN2CCC(CC2)N2C(C=CC1=CC=CC=C21)=O)=O (1,1-Dioxido-2-(4-(4-(2-oxo-(1H)-quinolin-1-yl)-piperidin-1-yl)-butyl)-4-methoxy-1,2-benzisothiazol-3(2H)-one). Reaction SMILES: [NH:1]1[CH2:6][CH2:5][CH:4]([N:7]2[C:16]3[C:11](=[CH:12][CH:13]=[CH:14][CH:15]=3)[CH:10]=[CH:9][C:8]2=[O:17])[CH2:3][CH2:2]1.Br[CH2:19][CH2:20][CH2:21][CH2:22][N:23]1[C:27](=[O:28])[C:26]2[C:29]([O:33][CH3:34])=[CH:30][CH:31]=[CH:32][C:25]=2[S:24]1(=[O:36])=[O:35]>>[O:35]=[S:24]1(=[O:36])[C:25]2[CH:32]=[CH:31][CH:30]=[C:29]([O:33][CH3:34])[C:26]=2[C:27](=[O:28])[N:23]1[CH2:22][CH2:21][CH2:20][CH2:19][N:1]1[CH2:6][CH2:5][CH:4]([N:7]2[C:16]3[C:11](=[CH:12][CH:13]=[CH:14][CH:15]=3)[CH:10]=[CH:9][C:8]2=[O:17])[CH2:3][CH2:2]1. Procedure: From the hydrochloride salt of 1-(4-piperidyl)-2(1H)-quinolinone prepared according to H. Ogawa et. al. J. Med. Chem. 1993, 36, 2011-2017, and 2-(4-bromobutyl)-4-methoxy-1,1-dioxido-1,2-benzothiazol-3(2H)-one using the procedure described for Example 15, Step 5 there was obtained a white solid: 1H NMR (300 MHz, CDCl3) 7.80 (t, J=8.1 Hz, 2H), 7.60 (d, J=9.33 Hz, 2H), 7.51 (m, 2H), 7.25 (m, 3H), 6.66 (d, J=9.27 Hz, 1H), 4.06 (s, 2H), 3.80 (t, J=6.9 Hz, 2H), 3.09 (dd, J=9.8, 1.8 Hz, 2H), 2.84 (m, 2... Starting materials: C(C)(C)(C)OC(N[C@@H](C)C1=CC(=CC=C1)Br)=O ((S)-[1-(3-bromophenyl)ethyl]carbamic acid tert-butyl ester), CN1CCNCC1 (1-methylpiperazine), P(=O)([O-])([O-])[O-].[K+].[K+].[K+] (potassium phosphate). The reagents and catalysts are C=1C=CC(=CC1)/C=C/C(=O)/C=C/C2=CC=CC=C2.C=1C=CC(=CC1)/C=C/C(=O)/C=C/C2=CC=CC=C2.C=1C=CC(=CC1)/C=C/C(=O)/C=C/C2=CC=CC=C2.[Pd].[Pd] (Pd2(dba)3). Solvent: COCCOC (ethylene glycol dimethyl ether), ClCCl (dichloromethane). Product: C(C)(C)(C)OC(N[C@@H](C)C1=CC(=CC=C1)N1CCN(CC1)C)=O ((S)-{1-[3-(4-methylpiperazin-1-yl)phenyl]ethyl}carbamic acid tert-butyl ester). The yield is 63.7%. As a reaction SMILES: [C:1]([O:5][C:6](=[O:17])[NH:7][C@H:8]([C:10]1[CH:15]=[CH:14][CH:13]=[C:12](Br)[CH:11]=1)[CH3:9])([CH3:4])([CH3:3])[CH3:2].[CH3:18][N:19]1[CH2:24][CH2:23][NH:22][CH2:21][CH2:20]1.P([O-])([O-])([O-])=O.[K+].[K+].[K+]>COCCOC.ClCCl.C1C=CC(/C=C/C(/C=C/C2C=CC=CC=2)=O)=CC=1.C1C=CC(/C=C/C(/C=C/C2C=CC=CC=2)=O)=CC=1.C1C=CC(/C=C/C(/C=C/C2C=CC=CC=2)=O)=CC=1.[Pd].[Pd]>[C:1]([O:5][C:6](=[O:17])[NH:7][C@H:8]([C:10]1[CH:15]=[CH:14][CH:13]=[C:12]([N:22]2[CH2:23][CH2:24][N:19]([CH3:18])[CH2:20][CH2:21]2)[CH:11]=1)[CH3:9])([CH3:4])([CH3:3])[CH3:2] |f:2.3.4.5,8.9.10.11.12|. Procedure details: A mixture of (S)-[1-(3-bromophenyl)ethyl]carbamic acid tert-butyl ester (5.0 g, 16.7 mmol), 1-methylpiperazine (6.7 g, 67 mmol), Pd2(dba)3 (1.55 g, 10 mol %), di-t-butyl-biphenylphosphine (0.51 g, 10 mol %), potassium phosphate (7.2 g, 34 mmol) in ethylene glycol dimethyl ether (40 ml) was refluxed for 4 hours. After cooling to room temperature, the reaction mixture was diluted with dichloromethane (100 mL) and the precipitate was filtered off. The filtrate was concentrated under vacuum. The cru...